From a dataset of the Open Reaction Database (ORD), a public repository of structured organic reaction records. describe an organic reaction: reactants, conditions, products, and yield The reactants are C(C=1C(N)=CC=CC1)(=O)O (anthranilic acid), CN(C)C=O (DMF), C(OOC(C)(C)C)([O-])=O (tertiary-butyloxy carbonate). Conditions: time 8 hour. Yields the product C(=O)(OC(C)(C)C)NC=1C(C(=O)O)=CC=CC1 (Boc-anthranilic acid). As a reaction SMILES: [C:1]([OH:10])(=[O:9])[C:2]1[C:3](=[CH:5][CH:6]=[CH:7][CH:8]=1)[NH2:4].C(=O)([O-])O[O:13][C:14]([CH3:17])([CH3:16])[CH3:15].CN([CH:23]=[O:24])C>>[C:23]([NH:4][C:3]1[C:2](=[CH:8][CH:7]=[CH:6][CH:5]=1)[C:1]([OH:10])=[O:9])([O:13][C:14]([CH3:15])([CH3:16])[CH3:17])=[O:24]. Reported procedure: The pH value of a solution containing 4 g (30 mmoles) of anthranilic acid in 20 ml of DMF is adjusted to 8 by adding TEA. After adding 9 g of tertiary-butyloxy carbonate, the reaction mixture is stirred at room temperature overnight. The solvent is evaporated and the thick oily residue is dissolved in 50 ml of ethyl acetate. The organic phase is washed 3 times with 20 ml of ice-cold 0.01N sulfuric acid each, then 3 times with 20 ml of water each. The ethyl acetate solution is dried over anhydrou... Procedure: To a solution of tert-butyl (2S)-2-formylpyrrolidine-1-carboxylate (10 g, 50 mmol, 1 eq.) in dichloromethane (120 mL, 0.42 M) was added potassium (2Z)-2-buten-1-yltrifluoroborate (9.76 g, 60.2 mmol, 1.2 eq.) followed by tetra-n-butylammonium bromide (3.24 g, 5.02 mmol, 0.1 eq.) and water (60 mL). After 13 hours, the reaction was diluted with dichloromethane (150 mL) and water (150 mL). The aqueous layer was separated and back-extracted with dichloromethane (100 mL). The combined organic layers w... Reagents/catalysts: [Br-].C(CCC)[N+](CCCC)(CCCC)CCCC (tetra-n-butylammonium bromide). The yield is 101.8%. Reaction SMILES: [CH:1]([C@@H:3]1[CH2:7][CH2:6][CH2:5][N:4]1[C:8]([O:10][C:11]([CH3:14])([CH3:13])[CH3:12])=[O:9])=[O:2].[CH2:15]([B-](F)(F)F)/[CH:16]=[CH:17]\[CH3:18].[K+]>ClCCl.[Br-].C([N+](CCCC)(CCCC)CCCC)CCC.O>[OH:2][C@@H:1]([C@@H:3]1[CH2:7][CH2:6][CH2:5][N:4]1[C:8]([O:10][C:11]([CH3:14])([CH3:13])[CH3:12])=[O:9])[C@@H:17]([CH3:18])[CH:16]=[CH2:15] |f:1.2,4.5|. The solvent is ClCCl (dichloromethane), O (water), O (water), ClCCl (dichloromethane). The product is O[C@H]([C@H](C=C)C)[C@H]1N(CCC1)C(=O)OC(C)(C)C (tert-butyl (2S)-2-[(1R,2S)-1-hydroxy-2-methylbut-3-en-1-yl]pyrrolidine-1-carboxylate). Reactants: C(=O)[C@H]1N(CCC1)C(=O)OC(C)(C)C (tert-butyl (2S)-2-formylpyrrolidine-1-carboxylate), C(\C=C/C)[B-](F)(F)F.[K+] (potassium (2Z)-2-buten-1-yltrifluoroborate). Run at time 13 hour. The reactants are NC=1C=C(OC2=CC=NC=3NC(C=NC32)=O)C=CC1 (8-(3-aminophenoxy)pyrido[2,3-b]pyrazin-3(4H)-one), C(C)(C)N(CC)C(C)C (diisopropylethylamine), FC(OC=1C=C(C(=O)Cl)C=CC1)(F)F (3-trifluoromethoxybenzoyl chloride). The solvent is C1CCOC1 (THF). Yields the product O=C1C=NC2=C(N1)N=CC=C2OC=2C=C(C=CC2)NC(C2=CC(=CC=C2)OC(F)(F)F)=O (N-(3-(3-oxo-3,4-dihydropyrido[2,3-b]pyrazin-8-yloxy)phenyl)-3-(trifluoro-methoxy)benzamide). Yield: 60.2%. Reaction SMILES: [NH2:1][C:2]1[CH:3]=[C:4]([CH:17]=[CH:18][CH:19]=1)[O:5][C:6]1[C:15]2[N:14]=[CH:13][C:12](=[O:16])[NH:11][C:10]=2[N:9]=[CH:8][CH:7]=1.C(N(C(C)C)CC)(C)C.[F:29][C:30]([F:42])([F:41])[O:31][C:32]1[CH:33]=[C:34]([CH:38]=[CH:39][CH:40]=1)[C:35](Cl)=[O:36]>C1COCC1>[O:16]=[C:12]1[NH:11][C:10]2[N:9]=[CH:8][CH:7]=[C:6]([O:5][C:4]3[CH:3]=[C:2]([NH:1][C:35](=[O:36])[C:34]4[CH:38]=[CH:39][CH:40]=[C:32]([O:31][C:30]([F:29])([F:41])[F:42])[CH:33]=4)[CH:19]=[CH:18][CH:17]=3)[C:15]=2[N:14]=[CH:13]1. Reported procedure: Method G1: 8-(3-aminophenoxy)pyrido[2,3-b]pyrazin-3(4H)-one (43 mg, 0.169 mmol) and diisopropylethylamine (44 μL, 0.254 mmol) were mixed in dry THF (5.0 mL) and 3-trifluoromethoxybenzoyl chloride (57 mg, 0.254 mmol) was added. This mixture was heated to reflux for 17 h. After cooling at RT, the solvent was removed in vacuo. The obtained oily residue was dissolved in DCM and washed with water and dried over MgSO4. After evaporation of DCM, the residue was retaken in Et2O, triturated and filtered ... The reactants are CS(=O)(=O)Cl (Methanesulfonyl chloride), C1=CC=CC=2N(C3=C(CCC21)C=CC=C3)CCCCO (4-(10,11-dihydro-5H-dibenzo[b,f]azepin-5-yl)-1-butanol), C(=O)(O)C(O)C(O)C(=O)O.C(C)OC(=O)[C@H]1CNCCC1 ((R)-3-piperidinecarboxylic acid ethyl ester tartrate), C([O-])([O-])=O.[K+].[K+] (potassium carbonate). Solvent: C(C)N(CC)CC (triethylamine), O (Water), C1(=CC=CC=C1)C (toluene), CC(=O)C (acetone). Conditions: time 2 hour. Product: C(C)OC(=O)C1CN(CCC1)CCCCN1C2=C(CCC3=C1C=CC=C3)C=CC=C2 (1-(4-(10,11-dihydro-5H-dibenzo[b,f]azepin-5-yl)-1-butyl]-3-piperidinecarboxylic acid ethyl ester). Yield: 32.0%. Reaction SMILES: [CH:1]1[C:11]2[CH2:10][CH2:9][C:8]3[CH:12]=[CH:13][CH:14]=[CH:15][C:7]=3[N:6]([CH2:16][CH2:17][CH2:18][CH2:19]O)[C:5]=2[CH:4]=[CH:3][CH:2]=1.CS(Cl)(=O)=O.C(C(C(C(O)=O)O)O)(O)=O.[CH2:36]([O:38][C:39]([C@@H:41]1[CH2:46][CH2:45][CH2:44][NH:43][CH2:42]1)=[O:40])[CH3:37].C(=O)([O-])[O-].[K+].[K+]>C1(C)C=CC=CC=1.CC(C)=O.O.C(N(CC)CC)C>[CH2:36]([O:38][C:39]([CH:41]1[CH2:46][CH2:45][CH2:44][N:43]([CH2:19][CH2:18][CH2:17][CH2:16][N:6]2[C:5]3[CH:4]=[CH:3][CH:2]=[CH:1][C:11]=3[CH2:10][CH2:9][C:8]3[CH:12]=[CH:13][CH:14]=[CH:15][C:7]2=3)[CH2:42]1)=[O:40])[CH3:37] |f:2.3,4.5.6|. Procedure details: The above alcohol (5.4 g, 0.02 mol) was dissolved in toluene (160 ml) and triethylamine (7 ml) was added. Methanesulfonyl chloride (2.5 ml, 0.032 mol) was added dropwise and when addition was complete the reaction mixture was stirred for 2 h. Water was added and the phases were separated. The organic phase was dried (MgSO4) and the solvent evaporated in vacuo affording a residue which was dissolved in acetone (85 ml). To this solution (R)-3-piperidinecarboxylic acid ethyl ester tartrate (9.0 g, ... Reactants: FC1=C(C(=O)O)C=CN=C1 (3-fluoroisonicotinic acid), C(C1=CC=CC=C1)OC1=C(N)C=CC=C1 (2-(benzyloxy)aniline), CSC1=C(OC2=C(N)C=CC=C2)C=CC=C1 (2-(2-(methylthio)phenoxy)aniline). The product is C(C1=CC=CC=C1)OC1=C(C=CC=C1)NC(C1=C(C=NC=C1)F)=O (N-(2-(benzyloxy)phenyl)-3-fluoroisonicotinamide). Reaction SMILES: [F:1][C:2]1[CH:10]=[N:9][CH:8]=[CH:7][C:3]=1[C:4]([OH:6])=O.[CH2:11]([O:18][C:19]1[CH:25]=[CH:24][CH:23]=[CH:22][C:20]=1[NH2:21])[C:12]1[CH:17]=[CH:16][CH:15]=[CH:14][CH:13]=1.CSC1C=CC=CC=1OC1C=CC=CC=1N>>[CH2:11]([O:18][C:19]1[CH:25]=[CH:24][CH:23]=[CH:22][C:20]=1[NH:21][C:4](=[O:6])[C:3]1[CH:7]=[CH:8][N:9]=[CH:10][C:2]=1[F:1])[C:12]1[CH:13]=[CH:14][CH:15]=[CH:16][CH:17]=1. Procedure details: Using Procedure S-3 (Table 5) with 3-fluoroisonicotinic acid and 2-(benzyloxy)aniline the title compound 96 was obtained (4.01 g, 88%) as a white solid. MS (m/z): 323.2 (M+H). Reactants: COc1cc(NC(=O)OC(C)(C)C)c(N)cc1-c1ccccc1F, CCOC(=O)CC(=O)c1cccc(-n2cnnc2)c1. Product: COc1cc(NC(=O)OC(C)(C)C)c(NC(=O)CC(=O)c2cccc(-n3cnnc3)c2)cc1-c1ccccc1F. As a reaction SMILES: [C:1]([CH3:2])([CH3:3])([CH3:4])[O:5][C:6]([NH:7][c:8]1[cH:9][c:10]([O:22][CH3:23])[c:11](-[c:15]2[c:16]([F:21])[cH:17][cH:18][cH:19][cH:20]2)[cH:12][c:13]1[NH2:14])=[O:24].[CH2:25]([O:27][C:28](=[O:26])[CH2:29][C:30]([c:31]1[cH:32][c:33](-[n:37]2[cH:38][n:39][n:40][cH:41]2)[cH:34][cH:35][cH:36]1)=[O:42])[CH3:43]>>[C:1]([CH3:2])([CH3:3])([CH3:4])[O:5][C:6]([NH:7][c:8]1[cH:9][c:10]([O:22][CH3:23])[c:11](-[c:15]2[c:16]([F:21])[cH:17][cH:18][cH:19][cH:20]2)[cH:12][c:13]1[NH:14][C:28](=[O:27])[CH2:29][C:30]([c:31]1[cH:32][c:33](-[n:37]2[cH:38][n:39][n:40][cH:41]2)[cH:34][cH:35][cH:36]1)=[O:42])=[O:24]. The reactants are COC(CC=1C=C(C(=CC1)OC)C1=C(C=C(C=C1)C(F)(F)F)C=O)=O ((2′-formyl-6-methoxy-4′-trifluoromethyl-biphenyl-3-yl)-acetic acid methyl ester), C1[C@H]([C@H](C2=CC=CC=C21)N)O ((1S,2R)-(−)-cis-1-amino-2-indanol). Product: COC(CC=1C=C(C(=CC1)OC)C1=C(C=C(C=C1)C(F)(F)F)CN[C@@H]1[C@@H](CC2=CC=CC=C12)O)=O ({2′-[((1S,2R)-2-Hydroxy-indan-1-ylamino)-methyl]-6-methoxy-4′-trifluoromethyl-biphenyl-3-yl}-acetic acid methyl ester). Reaction SMILES: [CH3:1][O:2][C:3](=[O:25])[CH2:4][C:5]1[CH:6]=[C:7]([C:13]2[CH:18]=[CH:17][C:16]([C:19]([F:22])([F:21])[F:20])=[CH:15][C:14]=2[CH:23]=O)[C:8]([O:11][CH3:12])=[CH:9][CH:10]=1.[CH2:26]1[C:34]2[C:29](=[CH:30][CH:31]=[CH:32][CH:33]=2)[C@H:28]([NH2:35])[C@@H:27]1[OH:36]>>[CH3:1][O:2][C:3](=[O:25])[CH2:4][C:5]1[CH:6]=[C:7]([C:13]2[CH:18]=[CH:17][C:16]([C:19]([F:21])([F:22])[F:20])=[CH:15][C:14]=2[CH2:23][NH:35][C@H:28]2[C:29]3[C:34](=[CH:33][CH:32]=[CH:31][CH:30]=3)[CH2:26][C@H:27]2[OH:36])[C:8]([O:11][CH3:12])=[CH:9][CH:10]=1. Procedure details: Prepared according to the procedure described in Example 25, Step 4, using the following starting materials: (2′-formyl-6-methoxy-4′-trifluoromethyl-biphenyl-3-yl)-acetic acid methyl ester and (1S,2R)-(−)-cis-1-amino-2-indanol. Yields the product CCCOc1ccc(-c2ccc3c(c2)C=C(C(=O)OC)CCN3Cc2ccccc2OC)cc1. Reaction SMILES: [B:29]([O-:30])([O-:41])[O:42][c:31]1[cH:32][cH:33][c:34]([O:37][CH2:38][CH2:39][CH3:40])[cH:35][cH:36]1.[Br:4][c:5]1[cH:6][cH:7][c:8]2[c:9]([cH:28]1)[CH:10]=[C:11]([C:24](=[O:25])[O:26][CH3:27])[CH2:12][CH2:13][N:14]2[CH2:15][c:16]1[c:17]([O:22][CH3:23])[cH:18][cH:19][cH:20][cH:21]1.[C:43](=[O:44])([O-:45])[O-:46].[CH3:1][CH2:2][OH:3].[CH3:49][c:50]1[cH:51][cH:52][cH:53][cH:54][cH:55]1.[K+:47].[K+:48].[OH2:56]>>[c:5]1(-[c:31]2[cH:32][cH:33][c:34]([O:37][CH2:38][CH2:39][CH3:40])[cH:35][cH:36]2)[cH:6][cH:7][c:8]2[c:9]([cH:28]1)[CH:10]=[C:11]([C:24](=[O:25])[O:26][CH3:27])[CH2:12][CH2:13][N:14]2[CH2:15][c:16]1[c:17]([O:22][CH3:23])[cH:18][cH:19][cH:20][cH:21]1. Reactants: CCCOc1ccc(OB([O-])[O-])cc1, COC(=O)C1=Cc2cc(Br)ccc2N(Cc2ccccc2OC)CC1, O=C([O-])[O-], CCO, Cc1ccccc1, [K+], [K+], O. The reactants are [N+](=O)(O)[O-] (nitric acid), ClC=1C=CC(=C(C(=O)OC)C1)NC(CCCC)=O (methyl 5-chloro-2valerylaminobenzoate), ice water. The solvent is C(C)(=O)OC(C)=O (acetic anhydride). Product: ClC=1C=C(C(=C(C(=O)OC)C1)NC(CCCC)=O)[N+](=O)[O-] (Methyl 5-chloro-3-nitro-2-valerylaminobenzoate). As a reaction SMILES: [Cl:1][C:2]1[CH:3]=[CH:4][C:5]([NH:12][C:13](=[O:18])[CH2:14][CH2:15][CH2:16][CH3:17])=[C:6]([CH:11]=1)[C:7]([O:9][CH3:10])=[O:8].[N+:19]([O-])([OH:21])=[O:20]>C(OC(=O)C)(=O)C>[Cl:1][C:2]1[CH:3]=[C:4]([N+:19]([O-:21])=[O:20])[C:5]([NH:12][C:13](=[O:18])[CH2:14][CH2:15][CH2:16][CH3:17])=[C:6]([CH:11]=1)[C:7]([O:9][CH3:10])=[O:8]. Procedure details: To a solution of methyl 5-chloro-2valerylaminobenzoate (13.4 g) in acetic anhydride (10 ml) was added dropwise, while stirring under ice-cooling, fuming nitric acid. The mixture was stirred for one hour at room temperature, then there was added ice water. The mixture was allowed to stand to give crystals Recrystallization from isopropyl ether afforded pale yellow crystals (9.5 g, 61%), m.p. 84°-85° C. The reactants are Cc1cc(-c2ccc(CC(=O)Nc3ccc(N4CCN(C(=O)OC(C)(C)C)CC4)cn3)cc2)ccn1, ClCCl, O=C(O)C(F)(F)F. Product: Cc1cc(-c2ccc(CC(=O)Nc3ccc(N4CCNCC4)cn3)cc2)ccn1. As a reaction SMILES: [CH3:1][c:2]1[n:3][cH:4][cH:5][c:6](-[c:8]2[cH:9][cH:10][c:11]([CH2:14][C:15](=[O:16])[NH:17][c:18]3[cH:19][cH:20][c:21]([N:24]4[CH2:25][CH2:26][N:27]([C:30]([O:31][C:32]([CH3:33])([CH3:34])[CH3:35])=[O:36])[CH2:28][CH2:29]4)[cH:22][n:23]3)[cH:12][cH:13]2)[cH:7]1.[Cl:44][CH2:45][Cl:46].[F:37][C:38]([F:39])([F:40])[C:41]([OH:42])=[O:43]>>[CH3:1][c:2]1[n:3][cH:4][cH:5][c:6](-[c:8]2[cH:9][cH:10][c:11]([CH2:14][C:15](=[O:16])[NH:17][c:18]3[cH:19][cH:20][c:21]([N:24]4[CH2:25][CH2:26][NH:27][CH2:28][CH2:29]4)[cH:22][n:23]3)[cH:12][cH:13]2)[cH:7]1.